From a dataset of the Open Reaction Database (ORD), a public repository of structured organic reaction records. describe an organic reaction: reactants, conditions, products, and yield Starting materials: COc1ccccc1S, O=C(O)CNC(=O)c1nc(Cl)c2ccccc2c1O, ClCCl. The product is COc1ccccc1Sc1nc(C(=O)NCC(=O)O)c(O)c2ccccc12. Reaction SMILES: [CH3:20][O:21][c:22]1[c:23]([SH:28])[cH:24][cH:25][cH:26][cH:27]1.[Cl:1][c:2]1[n:3][c:4]([C:13](=[O:14])[NH:15][CH2:16][C:17](=[O:18])[OH:19])[c:5]([OH:12])[c:6]2[cH:7][cH:8][cH:9][cH:10][c:11]12.[Cl:29][CH2:30][Cl:31]>>[c:2]1([S:28][c:23]2[c:22]([O:21][CH3:20])[cH:27][cH:26][cH:25][cH:24]2)[n:3][c:4]([C:13](=[O:14])[NH:15][CH2:16][C:17](=[O:18])[OH:19])[c:5]([OH:12])[c:6]2[cH:7][cH:8][cH:9][cH:10][c:11]12. The reactants are [O-]C(=O)C(C)C1=CC=C(CC(C)C)C=C1.[Na+] (sodium ibuprofen salt), S(O)(O)(=O)=O (sulfuric acid), [Cl-].[Na+] (sodium chloride). The product is OC(=O)C(C)C1=CC=C(CC(C)C)C=C1 (ibuprofen). The yield is 93.2%. As a reaction SMILES: [O-:1][C:2]([CH:4]([C:6]1[CH:15]=[CH:14][C:9]([CH2:10][CH:11]([CH3:13])[CH3:12])=[CH:8][CH:7]=1)[CH3:5])=[O:3].[Na+].S(=O)(=O)(O)O.[Cl-].[Na+]>>[OH:3][C:2]([CH:4]([C:6]1[CH:7]=[CH:8][C:9]([CH2:10][CH:11]([CH3:12])[CH3:13])=[CH:14][CH:15]=1)[CH3:5])=[O:1] |f:0.1,3.4|. Procedure: The aqueous basic fraction containing sodium ibuprofen salt was acidified with 6N sulfuric acid, sodium chloride was added, and then extracted twice with Skellysolve B to take up the ibuprofen acid product therein. The Skellysolve B phase was dried over sodium sulfate and evaporated to leave as residue 867.7 mg. (93.2 percent yield) of ibuprofen which was 99.9 percent pure by gas liquid chromatographic (GLC) analysis. The reactants are CN1CCC=2NC=3C=CC(=CC3C2CC1)C (3,9-Dimethyl-1,2,3,4,5,6-hexahydroazepino[4,5-b]indole), ClCC(=O)NC1=CC=C(C=C1)F (2-Chloro-N-(4-fluorophenyl)acetamide), N1[C@H](C(=O)O)CCC1 (L-proline), [O-]P(=O)([O-])[O-].[K+].[K+].[K+] (K3PO4). The reagents and catalysts are [Cu]I (CuI). Solvent: CN(C)C=O (DMF). Run at time 10 minute. Product: CN1CCC=2N(C=3C=CC(=CC3C2CC1)C)CC(=O)NC1=CC=C(C=C1)F (2-(3,9-dimethyl-2,3,4,5-tetrahydroazepino[4,5-b]indol-6(1H)-yl)-N-(4-fluorophenyl)acetamide). Isolated yield 61.9%. Reaction SMILES: [CH3:1][N:2]1[CH2:15][CH2:14][C:13]2[C:12]3[CH:11]=[C:10]([CH3:16])[CH:9]=[CH:8][C:7]=3[NH:6][C:5]=2[CH2:4][CH2:3]1.N1CCC[C@H]1C(O)=O.[O-]P([O-])([O-])=O.[K+].[K+].[K+].Cl[CH2:34][C:35]([NH:37][C:38]1[CH:43]=[CH:42][C:41]([F:44])=[CH:40][CH:39]=1)=[O:36]>[Cu]I.CN(C=O)C>[CH3:1][N:2]1[CH2:15][CH2:14][C:13]2[C:12]3[CH:11]=[C:10]([CH3:16])[CH:9]=[CH:8][C:7]=3[N:6]([CH2:34][C:35]([NH:37][C:38]3[CH:43]=[CH:42][C:41]([F:44])=[CH:40][CH:39]=3)=[O:36])[C:5]=2[CH2:4][CH2:3]1 |f:2.3.4.5|. Reported procedure: The title compound was prepared by following general procedure 7. 3,9-Dimethyl-1,2,3,4,5,6-hexahydroazepino[4,5-b]indole (100 mg, 0.46 mmol), was taken into DMF. To the above solution CuI (9 mg, 0.046 mmol), L-proline (11 mg, 0.093 mmol), K3PO4 (198 mg, 0.93 mmol) were added and stirred for 10 min. at RT. 2-Chloro-N-(4-fluorophenyl)acetamide (105 mg, 0.56 mmol) was added dropwise. The reaction mixture was heated at 90° C. for 12 h. After completion of reaction, the reaction mixture was filtered ... Starting materials: C1(=CC=CC2=CC=CC=C12)CN (1-Naphthylmethylamine), C(C)(C)N(CC)C(C)C (diisopropylethylamine), O=C1N(C(CC1)=O)OC(=O)NC1=C2C=NN(C2=CC=C1)C(=O)OC (methyl 4-({[(2,5-dioxo-1-pyrrolidinyl)oxy]carbonyl}amino)-1H-indazole-1-carboxylate). Solvent: CN(C)C=O (DMF), O (water). Run at time 30 minute. Product: C1(=CC=CC2=CC=CC=C12)CNC(=O)NC1=C2C=NN(C2=CC=C1)C(=O)OC (methyl 4-({[(1-naphthylmethyl)amino]carbonyl}amino)-1H-indazole-1-carboxylate). As a reaction SMILES: [C:1]1([CH2:11][NH2:12])[C:10]2[C:5](=[CH:6][CH:7]=[CH:8][CH:9]=2)[CH:4]=[CH:3][CH:2]=1.C(N(C(C)C)CC)(C)C.O=C1CCC(=O)N1[O:29][C:30]([NH:32][C:33]1[CH:41]=[CH:40][CH:39]=[C:38]2[C:34]=1[CH:35]=[N:36][N:37]2[C:42]([O:44][CH3:45])=[O:43])=O>CN(C=O)C.O>[C:1]1([CH2:11][NH:12][C:30]([NH:32][C:33]2[CH:41]=[CH:40][CH:39]=[C:38]3[C:34]=2[CH:35]=[N:36][N:37]3[C:42]([O:44][CH3:45])=[O:43])=[O:29])[C:10]2[C:5](=[CH:6][CH:7]=[CH:8][CH:9]=2)[CH:4]=[CH:3][CH:2]=1. Procedure: 1-Naphthylmethylamine (2.1 mmol) and diisopropylethylamine (2 mmol, 0.26 g) were combined in DMF (6 mL) and treated with methyl 4-({[(2,5-dioxo-1-pyrrolidinyl)oxy]carbonyl}amino)-1H-indazole-1-carboxylate (6.6 g, 2 mmol) at ambient temperature. After stirring for 30 minutes, the reaction mixture was diluted with water (6 ml) and filtered. The filter cake was washed with water:acetonitrile (1:1) and dried to provide the title compound. 1H NMR (DMSO-d6) δ 4.02 (s, 3H); 4.81 (d, 2H); 6.85 (m, 1H); ...